From a dataset of the Open Reaction Database (ORD), a public repository of structured organic reaction records. describe an organic reaction: reactants, conditions, products, and yield Starting materials: ClC1=CC=C(C=C1)C(=O)C=1C=CC2=C(N(N=N2)C)C1 ((4-chlorophenyl)(1-methyl-1H-benzotriazole-6-yl)methanone), N(N)C(=O)OC(C)(C)C (1,1-dimethylethyl hydrazinecarboxylate). Run in C(C)O (ethanol). Conditions: time 21 hour. Product: ClC1=CC=C(C=C1)C(C=1C=CC2=C(N(N=N2)C)C1)=NNC(=O)OC(C)(C)C (1,1-dimethylethyl [(4-chlorophenyl)(1 -methyl-1H-benzotriazol-6-yl)-methylene]hydrazine carboxylate). The yield is 59.1%. As a reaction SMILES: [Cl:1][C:2]1[CH:7]=[CH:6][C:5]([C:8]([C:10]2[CH:11]=[CH:12][C:13]3[N:17]=[N:16][N:15]([CH3:18])[C:14]=3[CH:19]=2)=O)=[CH:4][CH:3]=1.[NH:20]([C:22]([O:24][C:25]([CH3:28])([CH3:27])[CH3:26])=[O:23])[NH2:21]>C(O)C>[Cl:1][C:2]1[CH:7]=[CH:6][C:5]([C:8](=[N:21][NH:20][C:22]([O:24][C:25]([CH3:28])([CH3:27])[CH3:26])=[O:23])[C:10]2[CH:11]=[CH:12][C:13]3[N:17]=[N:16][N:15]([CH3:18])[C:14]=3[CH:19]=2)=[CH:4][CH:3]=1. Reported procedure: A mixture of 27.17 g of (4-chlorophenyl)(1-methyl-1H-benzotriazole-6-yl)methanone, 14.24 g of 1,1-dimethylethyl hydrazinecarboxylate and 80 ml of ethanol was stirred for 21 hours at reflux temperature. The reaction mixture was cooled to room temperature and stirring was continued for 2 hours. The precipitate was filtered off, washed with ethanol and dried in vacuo at 50° C., yielding 22.8 g (59.2%) of 1,1-dimethylethyl [(4-chlorophenyl)(1 -methyl-1H-benzotriazol-6-yl)-methylene]hydrazine carboxy...